Dataset: the Open Reaction Database (ORD), a public repository of structured organic reaction records. Task: describe an organic reaction: reactants, conditions, products, and yield Starting materials: COC(=O)C1=CC2=C(S1)C=CC(=C2)Cl (5-chloro-2-benzo[b]thiophenecarboxylic acid methyl ester), O.NN (hydrazine hydrate). Solvent: ice water, C(C)O (ethanol). Yields the product ClC1=CC2=C(SC(=C2)C(=O)NN)C=C1 (5-Chloro-2-benzo[b]thiophene-carboxylic acid hydrazide). As a reaction SMILES: C[O:2][C:3]([C:5]1[S:9][C:8]2[CH:10]=[CH:11][C:12]([Cl:14])=[CH:13][C:7]=2[CH:6]=1)=O.O.[NH2:16][NH2:17]>C(O)C>[Cl:14][C:12]1[CH:11]=[CH:10][C:8]2[S:9][C:5]([C:3]([NH:16][NH2:17])=[O:2])=[CH:6][C:7]=2[CH:13]=1 |f:1.2|. Procedure: 8.00 g (35.3 mmols) of 5-chloro-2-benzo[b]thiophenecarboxylic acid methyl ester and 10 ml of hydrazine hydrate in 100 ml of absolute ethanol are boiled under reflux for 45 minutes. The cooled suspension is diluted with 100 ml of ice water and the product is filtered off. It is washed with two 40 ml portions of methanol and dried in vacuo. 5-Chloro-2-benzo[b]thiophene-carboxylic acid hydrazide with a melting point of 254°-255° is obtained.